This data is from the Open Reaction Database (ORD), a public repository of structured organic reaction records. The task is: describe an organic reaction: reactants, conditions, products, and yield Starting materials: aluminium amalgam, CSC=1SC=C(C1[N+](=O)[O-])C (2-methylthio-4-methyl-3-nitrothiophene). Run in C(C)OCC (diethylether). Product: CSC=1SC=C(C1N)C (2-Methylthio-4-methyl-3-aminothiophene). RXN SMILES: [CH3:1][S:2][C:3]1[S:4][CH:5]=[C:6]([CH3:11])[C:7]=1[N+:8]([O-])=O>C(OCC)C>[CH3:1][S:2][C:3]1[S:4][CH:5]=[C:6]([CH3:11])[C:7]=1[NH2:8]. Procedure: 6 g (0.22 gram atoms) freshly prepared aluminium amalgam are added over a period of about two minutes to 18.9 g (0.1 mol) of 2-methylthio-4-methyl-3-nitrothiophene dissolved in 200 ml of moist diethylether. The vigorous reaction which sets in after 5-10 minutes is kept under control by cooling the flask in ice. Reactants: [Al+3], [Br-], COc1ccc(C(=O)CCc2ccccc2)cc1, ClC(Cl)Cl, [Cl-], [Cl-], [Cl-]. Product: COc1ccc(C(=O)C(Br)Cc2ccccc2)cc1. RXN SMILES: [Al+3:20].[Br-:23].[CH3:1][O:2][c:3]1[cH:4][cH:5][c:6]([C:9]([CH2:10][CH2:11][c:12]2[cH:13][cH:14][cH:15][cH:16][cH:17]2)=[O:18])[cH:7][cH:8]1.[CH:24]([Cl:25])([Cl:26])[Cl:27].[Cl-:19].[Cl-:21].[Cl-:22]>>[CH3:1][O:2][c:3]1[cH:4][cH:5][c:6]([C:9]([CH:10]([CH2:11][c:12]2[cH:13][cH:14][cH:15][cH:16][cH:17]2)[Br:23])=[O:18])[cH:7][cH:8]1. Reactants: O (water), C(CO)O (Ethylene glycol), O.C1(=CC=C(C=C1)S(=O)(=O)O)C (p-toluenesulfonic acid monohydrate), CC1(CCC(CC1)=O)C(=O)OC (Methyl 1-methyl-4-oxocyclohexanecarboxylate). Run in C1=CC=CC=C1 (benzene). Yields the product C1OC2(CCC(CC2)(C(=O)OC)C)OC1 (methyl 4,4-ethylenedioxy-1-methylcyclohexanecarboxylate). Isolated yield 100.0%. RXN SMILES: [CH3:1][C:2]1([C:9]([O:11][CH3:12])=[O:10])[CH2:7][CH2:6][C:5](=[O:8])[CH2:4][CH2:3]1.[CH2:13](O)[CH2:14][OH:15].O.C1(C)C=CC(S(O)(=O)=O)=CC=1.O>C1C=CC=CC=1>[CH2:13]1[CH2:14][O:15][C:5]2([CH2:4][CH2:3][C:2]([CH3:1])([C:9]([O:11][CH3:12])=[O:10])[CH2:7][CH2:6]2)[O:8]1 |f:2.3|. Procedure: Methyl 1-methyl-4-oxocyclohexanecarboxylate (30 g) was dissolved in benzene (300 ml). Ethylene glycol (30 ml) and p-toluenesulfonic acid monohydrate (1 g) were added, and the mixture was refluxed for 4 hours. The water which formed during the heating was removed by using a water trap. After cooling, the mixture was washed with water and dryed (MgSO4). The solvent was distilled off to give methyl 4,4-ethylenedioxy-1-methylcyclohexanecarboxylate as an oil (37.8 g, 100%). The reactants are [BH4-], COC(=O)CS(=O)(=O)NC1CCc2c(-c3cnc(-c4ccc(OC(C)C)c(C#N)c4)s3)cccc21, C1CCOC1, CO, [Na+]. Yields the product CC(C)Oc1ccc(-c2ncc(-c3cccc4c3CCC4NS(=O)(=O)CCO)s2)cc1C#N. Reaction SMILES: [BH4-:36].[C:1](#[N:2])[c:3]1[cH:4][c:5](-[c:13]2[s:14][c:15](-[c:18]3[c:19]4[c:23]([cH:24][cH:25][cH:26]3)[CH:22]([NH:27][S:28](=[O:29])(=[O:30])[CH2:31][C:32](=[O:33])[O:34][CH3:35])[CH2:21][CH2:20]4)[cH:16][n:17]2)[cH:6][cH:7][c:8]1[O:9][CH:10]([CH3:11])[CH3:12].[CH2:40]1[O:41][CH2:42][CH2:43][CH2:44]1.[CH3:38][OH:39].[Na+:37]>>[C:1](#[N:2])[c:3]1[cH:4][c:5](-[c:13]2[s:14][c:15](-[c:18]3[c:19]4[c:23]([cH:24][cH:25][cH:26]3)[CH:22]([NH:27][S:28](=[O:29])(=[O:30])[CH2:31][CH2:32][OH:33])[CH2:21][CH2:20]4)[cH:16][n:17]2)[cH:6][cH:7][c:8]1[O:9][CH:10]([CH3:11])[CH3:12]. Reaction conditions: time 0.5 hour. The reactants are O (water), [H-].[Na+] (Sodium hydride), C1(=CC=C(C=C1)S(=O)(=O)N1C=C2C3=C([C@@H]4[C@H](NC(CO4)=O)C2)C=CC=C13)C (trans 4-(p-tolylsulphonyl)-4,6,6a,8,9,10a hexahydro-7H-indolo-[3,4 gh]-[1,4] benzoxazin-8-one), CI (Methyl iodide). Yield: 71.8%. Reported procedure: Sodium hydride (50% in mineral oil, 1.1 gms, 0.045 m) is added in portions to a stirred solution of trans 4-(p-tolylsulphonyl)-4,6,6a,8,9,10a hexahydro-7H-indolo-[3,4 gh]-[1,4] benzoxazin-8-one (7.0 gm, 0.018 m) in DMF (14 ml). The resulting mixture is stirred at room temperature for 1/2 hour. Methyl iodide (5.0 gm, 0.035 m) is added dropwise to the reaction mixture. After stirring an additional 1/2 hour, the reaction solution is poured into water, and the solid is removed by filtration. The tan... RXN SMILES: [H-].[Na+].C1(C)C=CC(S([N:12]2[C:28]3[C:15]4=[C:16]([CH:25]=[CH:26][CH:27]=3)[C@H:17]3[O:22][CH2:21][C:20](=O)[NH:19][C@@H:18]3[CH2:24][C:14]4=[CH:13]2)(=O)=O)=CC=1.[CH3:30]I.O>CN(C=O)C>[CH3:30][N:19]1[C@@H:18]2[CH2:24][C:14]3[C:15]4[C:28]([NH:12][CH:13]=3)=[CH:27][CH:26]=[CH:25][C:16]=4[C@H:17]2[O:22][CH2:21][CH2:20]1 |f:0.1|. The product is CN1CCO[C@H]2[C@H]1CC=1C3=C2C=CC=C3NC1 (trans-4,6,6a,8,9,10a-Hexahydro-7-methyl-7H-indolo-[3,4 gh]-[1.4]-benzoxazine). Run in CN(C)C=O (DMF). Starting materials: CCCCCCCCCCCCc1ccccc1S(=O)(=O)O, O=Cc1ccc2c(c1)CCC2, Cl, [K+], [OH-], O, OCC(O)C(O)C(O)C(O)CO. Product: c1ccc2c(c1)CCC2. As a reaction SMILES: [CH2:14]([CH2:15][CH2:16][CH2:21][CH2:22][CH2:23][CH2:24][CH2:25][CH2:32][CH2:33][CH2:34][CH3:35])[c:26]1[c:27]([S:17]([OH:18])(=[O:19])=[O:20])[cH:28][cH:29][cH:30][cH:31]1.[CH:36]([c:37]1[cH:38][c:39]2[c:40]([cH:41][cH:42]1)[CH2:43][CH2:44][CH2:45]2)=[O:46].[ClH:13].[K+:48].[OH-:47].[OH2:49].[OH:1][CH2:2][CH:3]([OH:4])[CH:5]([CH:6]([CH:7]([CH2:8][OH:9])[OH:10])[OH:11])[OH:12]>>[CH2:14]1[CH2:15][CH2:16][c:27]2[c:26]1[cH:31][cH:30][cH:29][cH:28]2.